describe an organic reaction: reactants, conditions, products, and yield From a dataset of the Open Reaction Database (ORD), a public repository of structured organic reaction records. The reactants are C1(CCCCC1)N=C=NC1CCCCC1 (N,N'-dicyclohexylcarbodiimide), FC(=CCCCC(=O)O)F (6,6-difluorohex-5-enoic acid), C1(=CC=CC=C1)SC1=CC=C(N)C=C1 (4-phenylthioaniline). Solvent: ClCCl (dichloromethane). Reaction conditions: time 15 minute. The product is C1(=CC=CC=C1)SC1=CC=C(C=C1)NC(CCCC=C(F)F)=O (6,6-Difluorohex-5-enoic acid N-(4-phenylthiophenyl)amide). RXN SMILES: C1(N=C=NC2CCCCC2)CCCCC1.[F:16][C:17]([F:25])=[CH:18][CH2:19][CH2:20][CH2:21][C:22]([OH:24])=O.[C:26]1([S:32][C:33]2[CH:39]=[CH:38][C:36]([NH2:37])=[CH:35][CH:34]=2)[CH:31]=[CH:30][CH:29]=[CH:28][CH:27]=1>ClCCl>[C:26]1([S:32][C:33]2[CH:39]=[CH:38][C:36]([NH:37][C:22](=[O:24])[CH2:21][CH2:20][CH2:19][CH:18]=[C:17]([F:16])[F:25])=[CH:35][CH:34]=2)[CH:27]=[CH:28][CH:29]=[CH:30][CH:31]=1. Procedure: At from 0° to 10°, 20.6 g of N,N'-dicyclohexylcarbodiimide are added, while stirring, in portions to 15 g of 6,6-difluorohex-5-enoic acid in 150 ml of dichloromethane. The mixture is stirred for a further 15 minutes under cooling and then 20.1 g of 4-phenylthioaniline are added in portions. The reaction mixture is stirred for 3 hours at room temperature and then filtered. The organic phase is washed with saturated sodium hydrogen carbonate solution and then dried over sodium sulfate. After conce... Starting materials: Cl.N1N=NN=C1C=1C=C2C(CC3(CCNCC3)OC2=CC1)=O (6-(Tetrazol-5-yl)spiro[chroman-2,4′-piperidin]-4-one hydrochloride), Cl (HCl), C=1C=CC2=C(C1)N=NN2O (HOBT), CC=1C2=C(N(N1)C1=NC=CC=C1)SC(=C2)C(=O)O (3-methyl-1-pyridin-2-yl-1H-thieno[2,3-c]pyrazole-5-carboxylic acid), CCN=C=NCCCN(C)C (EDCI). Run in O (water), CCOCC (Et2O), C(Cl)(Cl)Cl (chloroform), CN(C)C=O (DMF), CCN(CC)CC (Et3N). Run at temperature 80 celsius, time 1.5 hour. Product: CC=1C2=C(N(N1)C1=NC=CC=C1)SC(=C2)C(=O)N2CCC1(CC2)OC2=CC=C(C=C2C(C1)=O)C1=NN=NN1 (1′-[(3-Methyl-1-pyridin-2-yl-1H-thieno[2,3-c]pyrazol-5-yl)carbonyl]-6-(tetrazol-5-yl)spiro[chroman-2,4′-piperidin]-4-one). RXN SMILES: Cl.[NH:2]1[C:6]([C:7]2[CH:8]=[C:9]3[C:19](=[CH:20][CH:21]=2)[O:18][C:12]2([CH2:17][CH2:16][NH:15][CH2:14][CH2:13]2)[CH2:11][C:10]3=[O:22])=[N:5][N:4]=[N:3]1.[CH3:23][C:24]1[C:25]2[CH:37]=[C:36]([C:38](O)=[O:39])[S:35][C:26]=2[N:27]([C:29]2[CH:34]=[CH:33][CH:32]=[CH:31][N:30]=2)[N:28]=1.CCN=C=NCCCN(C)C.C1C=CC2N(O)N=NC=2C=1.Cl>CCN(CC)CC.CN(C=O)C.O.CCOCC.C(Cl)(Cl)Cl>[CH3:23][C:24]1[C:25]2[CH:37]=[C:36]([C:38]([N:15]3[CH2:16][CH2:17][C:12]4([CH2:11][C:10](=[O:22])[C:9]5[C:19](=[CH:20][CH:21]=[C:7]([C:6]6[NH:2][N:3]=[N:4][N:5]=6)[CH:8]=5)[O:18]4)[CH2:13][CH2:14]3)=[O:39])[S:35][C:26]=2[N:27]([C:29]2[CH:34]=[CH:33][CH:32]=[CH:31][N:30]=2)[N:28]=1 |f:0.1|. Procedure: 6-(Tetrazol-5-yl)spiro[chroman-2,4′-piperidin]-4-one hydrochloride (232 mg), 3-methyl-1-pyridin-2-yl-1H-thieno[2,3-c]pyrazole-5-carboxylic acid (155 mg), EDCI (153 mg) and HOBT (122 mg) were suspended in Et3N (1 mL) and DMF (8 mL). The suspension was stirred at 80° C. for 1.5 hours under heat, then cooled to room temperature, and chloroform (1.8 mL) was added thereto. Its pH was adjusted at 2.5 with 1 N HCl added thereto, and this was diluted with water, and Et2O was added thereto. The formed cr... The reactants are C1C=CCC2C1C(=O)N(C2=O)SC(C(Cl)Cl)(Cl)Cl (Captafol), C(#N)C=1C(=C(C(=C(C1Cl)Cl)Cl)C#N)Cl (Chlorothalonil), CC1=C(SCCO1)C(NC1=CC=CC=C1)=O (Carboxin), CN(C(SSC(N(C)C)=S)=S)C (Thiram), C=1C=CC2=C(C1)NC(=N2)C3=CSC=N3 (Thiabendazole), C1C=CCC2C1C(=O)N(C2=O)SC(Cl)(Cl)Cl (Captan), N-(trichloromethylthio)-3a-4,7,7a-tetrahydrophthalimide, Iprodione. The reagents and catalysts are C(CNC([S-])=S)NC([S-])=S.[Zn+2] (Zineb), C(CNC([S-])=S)NC([S-])=S.[Mn+2] (Maneb). The product is CCCCNC(=O)N1C=2C=CC=CC2N=C1NC(=O)OC (Benomyl). Reaction SMILES: C1C2[C:7](N(SC(Cl)(Cl)C(Cl)Cl)C(=O)C2CC=C1)=[O:8].C1C2C(N(SC(Cl)(Cl)Cl)C(=O)C2CC=C1)=[O:26].CC1OCCSC=1[C:42](=[O:50])[NH:43][C:44]1[CH:49]=[CH:48][CH:47]=[CH:46][CH:45]=1.C(C1C(Cl)=[C:55]([C:62]#[N:63])[C:56](Cl)=[C:57](Cl)C=1Cl)#N.C1C=CC2[N:73]=[C:72](C3N=CSC=3)[NH:71][C:69]=2C=1.CN(C)C(=S)SSC(=S)N(C)C>C(NC(=S)[S-])CNC(=S)[S-].[Mn+2].C(NC(=S)[S-])CNC(=S)[S-].[Zn+2]>[CH3:57][CH2:56][CH2:55][CH2:62][NH:63][C:42]([N:43]1[C:72]([NH:71][C:69]([O:8][CH3:7])=[O:26])=[N:73][C:49]2[CH:48]=[CH:47][CH:46]=[CH:45][C:44]1=2)=[O:50] |f:6.7,8.9|. Procedure details: Captafol (N-(1,1,2,2-tetrachloroethylthio)-3a, 4,7,7a-tetrahydrophothalimide; Captan (N-(trichloromethylthio)-3a-4,7,7a-tetrahydrophthalimide; Carboxin (2,3-dihydro-6-methyl-5-phenylcarbamoyl-1,4-oxathiin); Chlorothalonil (tetrachloroisophthalonitrile); Iprodione (3-(3,5-dichlorophenyl)-N-isopropyl-carbomoyl-2,4-dioxoimidazolidine-1-carboxamide); Maneb (manganese ethylenebisdithiocarbamate); Thiabendazole (2-(4-thiazol-4-yl) benzimidazol); Thiram (tetramethylthiuram disulphide); Zineb (zinc ethy... Reactants: NC1=C(C=C(C(=N1)N1C=C(C(C2=CC(=C(C(=C12)F)F)F)=O)C(=O)O)F)F (1-(6-Amino-3,5-difluoropyridin-2-yl)-6,7,8-trifluoro-4-oxo-1,4-dihydroquinoline-3-carboxylic acid), aqueous solution, CN (methylamine). Solvent: N1=CC=CC=C1 (pyridine). Conditions: temperature 40 celsius, time 16 hour. Yields the product NC1=C(C=C(C(=N1)N1C=C(C(C2=CC(=C(C(=C12)F)NC)F)=O)C(=O)O)F)F (1-(6-Amino-3,5-difluoropyridin-2-yl)-6,8-difluoro-7-methylamino-4-oxo-1,4-dihydroquinoline-3-carboxylic Acid). Reaction SMILES: [NH2:1][C:2]1[N:7]=[C:6]([N:8]2[C:17]3[C:12](=[CH:13][C:14]([F:20])=[C:15](F)[C:16]=3[F:18])[C:11](=[O:21])[C:10]([C:22]([OH:24])=[O:23])=[CH:9]2)[C:5]([F:25])=[CH:4][C:3]=1[F:26].[CH3:27][NH2:28]>N1C=CC=CC=1>[NH2:1][C:2]1[N:7]=[C:6]([N:8]2[C:17]3[C:12](=[CH:13][C:14]([F:20])=[C:15]([NH:28][CH3:27])[C:16]=3[F:18])[C:11](=[O:21])[C:10]([C:22]([OH:24])=[O:23])=[CH:9]2)[C:5]([F:25])=[CH:4][C:3]=1[F:26]. Procedure details: 1-(6-Amino-3,5-difluoropyridin-2-yl)-6,7,8-trifluoro-4-oxo-1,4-dihydroquinoline-3-carboxylic acid (60 mg) and a 40% aqueous solution (110 mg) of methylamine were added to pyridine (1,160 mg), and the mixture was stirred at 40° C. for 16 hours. The solvent was distilled off under reduced pressure, and ethanol (1 ml) was added to the residue. Deposits were collected by filtration and washed successively with ethanol and diisopropyl ether to obtain the title compound (58 mg) as a colorless powder.